From a dataset of the Open Reaction Database (ORD), a public repository of structured organic reaction records. describe an organic reaction: reactants, conditions, products, and yield Starting materials: N1N=CC2=CC=C(C=C12)NC1=NC=CC=C1C(=O)O (2-(1H-indazol-6-ylamino)pyridine-3-carboxylic acid), FC(C(C(F)(F)F)(O)C1=CC=C(C=C1)N)(F)F (4-[2,2,2-trifluoro-1-hydroxy-1-(trifluoromethyl)ethyl]phenylamine), C(CCl)Cl (EDC), C=1C=CC2=C(C1)N=NN2O (HOBt). Solvent: CN(C)C=O (DMF), C(Cl)Cl (CH2Cl2). The product is N1N=CC2=CC=C(C=C12)NC1=NC=CC=C1C(=O)NC1=CC=C(C=C1)C(C(F)(F)F)(C(F)(F)F)O ([2-(1H-indazol-6-ylamino)(3-pyridyl)]-N-{4-[2,2,2-trifluoro-1-hydroxy-1-(trifluoromethyl)ethyl]phenyl}carboxamide). Reaction SMILES: [NH:1]1[C:9]2[C:4](=[CH:5][CH:6]=[C:7]([NH:10][C:11]3[C:16]([C:17]([OH:19])=O)=[CH:15][CH:14]=[CH:13][N:12]=3)[CH:8]=2)[CH:3]=[N:2]1.[F:20][C:21]([F:36])([F:35])[C:22]([C:28]1[CH:33]=[CH:32][C:31]([NH2:34])=[CH:30][CH:29]=1)([OH:27])[C:23]([F:26])([F:25])[F:24].C(Cl)CCl.C1C=CC2N(O)N=NC=2C=1>CN(C=O)C.C(Cl)Cl>[NH:1]1[C:9]2[C:4](=[CH:5][CH:6]=[C:7]([NH:10][C:11]3[C:16]([C:17]([NH:34][C:31]4[CH:30]=[CH:29][C:28]([C:22]([OH:27])([C:21]([F:20])([F:35])[F:36])[C:23]([F:24])([F:25])[F:26])=[CH:33][CH:32]=4)=[O:19])=[CH:15][CH:14]=[CH:13][N:12]=3)[CH:8]=2)[CH:3]=[N:2]1. Reported procedure: 2-(1H-Indazol-6-ylamino)pyridine-3-carboxylic acid (500 mg, Step A) was reacted with 4-[2,2,2-trifluoro-1-hydroxy-1-(trifluoromethyl)ethyl]phenylamine (340 mg) and EDC (500 mg) and HOBt (270 mg) in DMF at RT overnight. The reaction was diluted with CH2Cl2 and washed with H2O followed by brine. The organic layer was dried with Na2SO4 and evaporated under reduced pressure. The residue was purified by column chromatography to give the title compound. MS (ES+): 496(M+H)+; (ES−): 394(M−H). Calc'd. fo... Reactants: N1(CCCCC1)C1=C(N)C=CC=C1 (2-piperidinoaniline), COC1=CC=C(CCCl)C=C1 (4-methoxyphenethyl chloride), C([O-])([O-])=O.[K+].[K+] (potassium carbonate). Solvent: CN(C)C=O (DMF). Reaction conditions: temperature 100 celsius. Product: COC1=CC=C(C=C1)CCNC1=C(C=CC=C1)N1CCCCC1 ([2-(4-Methoxy-phenyl)-ethyl]-(2-piperidin-1-yl-phenyl)-amine). As a reaction SMILES: [N:1]1([C:7]2[CH:13]=[CH:12][CH:11]=[CH:10][C:8]=2[NH2:9])[CH2:6][CH2:5][CH2:4][CH2:3][CH2:2]1.[CH3:14][O:15][C:16]1[CH:24]=[CH:23][C:19]([CH2:20][CH2:21]Cl)=[CH:18][CH:17]=1.C(=O)([O-])[O-].[K+].[K+]>CN(C=O)C>[CH3:14][O:15][C:16]1[CH:24]=[CH:23][C:19]([CH2:20][CH2:21][NH:9][C:8]2[CH:10]=[CH:11][CH:12]=[CH:13][C:7]=2[N:1]2[CH2:6][CH2:5][CH2:4][CH2:3][CH2:2]2)=[CH:18][CH:17]=1 |f:2.3.4|. Reported procedure: To 1 g of 2-piperidinoaniline in 10 mL of DMF are added 1.72 mL of 4-methoxyphenethyl chloride (2 equivalents) and 2.35 g of potassium carbonate (3 equivalents). The whole is heated to 100° C. for 60 hrs and then poured on ice and extracted with ethyl acetate. The organic phase washed with a saturated solution of sodium chloride is dried on magnesium sulfate, filtered and evaporated under reduced pressure. With several silica gel chromatographies of the residue (petroleum ether, petroleum ether/... Reactants: ClCC(=O)C1=CC=2CC3=CC(=CC=C3OC2C=C1)C(CCl)=O (2,7-bis(2-chloroacetyl)xanthene), [I-].[K+] (potassium iodide), N1C(CCCC1)=O (piperidone). Solvent: O1CCCC1 (tetrahydrofuran). Run at time 7 day. The product is Cl.Cl.N1(CCCCC1)CC(=O)C1=CC=2CC3=CC(=CC=C3OC2C=C1)C(CN1CCCCC1)=O (2,7-BIS(PIPERIDINOACETYL)XANTHENE DIHYDROCHLORIDE). Reaction SMILES: [NH:1]1[CH2:6][CH2:5][CH2:4][CH2:3][C:2]1=O.[Cl:8][CH2:9][C:10]([C:12]1[CH:25]=[CH:24][C:23]2[O:22][C:21]3[C:16](=[CH:17][C:18]([C:26](=[O:29])[CH2:27]Cl)=[CH:19][CH:20]=3)[CH2:15][C:14]=2[CH:13]=1)=[O:11].[I-].[K+]>O1CCCC1>[ClH:8].[ClH:8].[N:1]1([CH2:9][C:10]([C:12]2[CH:25]=[CH:24][C:23]3[O:22][C:21]4[C:16](=[CH:17][C:18]([C:26](=[O:29])[CH2:27][N:1]5[CH2:6][CH2:5][CH2:4][CH2:3][CH2:2]5)=[CH:19][CH:20]=4)[CH2:15][C:14]=3[CH:13]=2)=[O:11])[CH2:6][CH2:5][CH2:4][CH2:3][CH2:2]1 |f:2.3,5.6.7|. Reported procedure: To a solution of 200 ml. of piperidone in 500 ml. of tetrahydrofuran were added 33.5 g (0.1 mole) of 2,7-bis(2-chloroacetyl)xanthene and 2 g of potassium iodide with warming. The reaction mixture was allowed to stand for 7 days, filtered and the filtrate evaporated to dryness, leaving a residue which was treated with dilute acid and filtered. The filtrate was made alkaline, and the resulting oily product was extracted with methylene chloride. The methylene chloride solution was acidified with et... The reactants are C=1(C(=CC=CC1)N=C=O)C (o-Tolyl isocyanate), CN(N)C (1,1-dimethylhydrazine). Run in C1(=CC=CC=C1)C (toluene), C1(=CC=CC=C1)C (toluene). Run at temperature 5 celsius, time 10 minute. Product: CN(NC(=O)NC1=C(C=CC=C1)C)C (2,2-Dimethyl-N-(2-methylphenyl) hydrazine carboxamide). Reaction SMILES: [C:1]1([CH3:10])[C:2]([N:7]=[C:8]=[O:9])=[CH:3][CH:4]=[CH:5][CH:6]=1.[CH3:11][N:12]([CH3:14])[NH2:13]>C1(C)C=CC=CC=1>[CH3:11][N:12]([CH3:14])[NH:13][C:8]([NH:7][C:2]1[CH:3]=[CH:4][CH:5]=[CH:6][C:1]=1[CH3:10])=[O:9]. Procedure: o-Tolyl isocyanate (10.0 g) was dissolved in 75 mL toluene under N2. The solution was cooled to 5° C. and to this was slowly added a solution in toluene of 1,1-dimethylhydrazine (5.7 mL). After addition, the ice-bath was removed and the resulting slurry allowed to stir an additional 10 minutes. The solid was filtered off rinsing successively with hexane, a small amount of 20% diethylether/hexane, then hexanes again. This afforded 11.1 g (77%) of the title compound of Step A. 1H NMR (CDCl3) δ 8.1... The reactants are CC1CCCC(C)N1, CC(C)O, CN1C(=O)c2ccccc2N(C(=O)CCCl)c2ccccc21. Product: CC1CCCC(C)N1CCC(=O)N1c2ccccc2C(=O)N(C)c2ccccc21. As a reaction SMILES: [CH3:23][CH:24]1[NH:25][CH:26]([CH3:30])[CH2:27][CH2:28][CH2:29]1.[CH:31]([OH:32])([CH3:33])[CH3:34].[Cl:1][CH2:2][CH2:3][C:4](=[O:5])[N:6]1[c:7]2[c:8]([cH:19][cH:20][cH:21][cH:22]2)[N:9]([CH3:18])[C:10](=[O:17])[c:11]2[c:12]1[cH:13][cH:14][cH:15][cH:16]2>>[CH2:2]([CH2:3][C:4](=[O:5])[N:6]1[c:7]2[c:8]([cH:19][cH:20][cH:21][cH:22]2)[N:9]([CH3:18])[C:10](=[O:17])[c:11]2[c:12]1[cH:13][cH:14][cH:15][cH:16]2)[N:25]1[CH:24]([CH3:23])[CH2:29][CH2:28][CH2:27][CH:26]1[CH3:30]. Starting materials: O1CCC2=C1C=CC(=C2)C[C@H](C)N(CC)C(=O)C2CCN(CC2)S(=O)(=O)C ((S)-N-[2-(2,3,-dihydrobenzofuran-5-yl)-1-methylethyl]-N-ethyl-(1-methanesulfonylpiperidin-4-ylcarbonyl)amine), [H-].[Al+3].[Li+].[H-].[H-].[H-] (lithium aluminum hydride), [OH-].[Na+] (sodium hydroxide), O (water), O (Water). Solvent: O1CCCC1 (tetrahydrofuran), O1CCCC1 (tetrahydrofuran). Run at time 15 minute. Yields the product O1CCC2=C1C=CC(=C2)C[C@H](C)N(CC)CC2CCN(CC2)S(=O)(=O)C ((S)-N-[2-(2,3,-dihydrobenzofuran-5-yl)-1-methylethyl]-N-ethyl-(1-methanesulfonylpiperidin-4-ylmethyl)amine). Yield: 53.6%. RXN SMILES: [O:1]1[C:5]2[CH:6]=[CH:7][C:8]([CH2:10][C@@H:11]([N:13]([C:16]([CH:18]3[CH2:23][CH2:22][N:21]([S:24]([CH3:27])(=[O:26])=[O:25])[CH2:20][CH2:19]3)=O)[CH2:14][CH3:15])[CH3:12])=[CH:9][C:4]=2[CH2:3][CH2:2]1.[H-].[Al+3].[Li+].[H-].[H-].[H-].O.[OH-].[Na+]>O1CCCC1>[O:1]1[C:5]2[CH:6]=[CH:7][C:8]([CH2:10][C@@H:11]([N:13]([CH2:16][CH:18]3[CH2:23][CH2:22][N:21]([S:24]([CH3:27])(=[O:25])=[O:26])[CH2:20][CH2:19]3)[CH2:14][CH3:15])[CH3:12])=[CH:9][C:4]=2[CH2:3][CH2:2]1 |f:1.2.3.4.5.6,8.9|. Reported procedure: A solution of (S)-N-[2-(2,3,-dihydrobenzofuran-5-yl)-1-methylethyl]-N-ethyl-(1-methanesulfonylpiperidin-4-ylcarbonyl)amine (2.21 g, 5 mmol) in tetrahydrofuran (5 ml) was added dropwise to a suspension of lithium aluminum hydride (0.38 g, 10 mmol) in tetrahydrofuran (10 ml) at 0° C., under a nitrogen atmosphere. The mixture was heated at reflux temperature for 2 hours and cooled to room temperature. Water (380 ml) was added dropwise to the mixture, followed by 15% sodium hydroxide (380 ml), and a...